Dataset: the Open Reaction Database (ORD), a public repository of structured organic reaction records. Task: describe an organic reaction: reactants, conditions, products, and yield The reactants are C(C1=CC=CC=C1)OC1=CC(N(N=C1)CC(=O)C1=CC=C(C=C1)C(C)Br)=O (5-Benzyloxy-2-{2-[4-(1-bromo-ethyl)-phenyl]-2-oxo-ethyl}-2H-pyridazin-3-one), C(C)(C)(C)OC(=O)N1CCNCC1 (piperazine-1-carboxylic acid tert-butyl ester). Yields the product C(C)(C)(C)OC(=O)N1CCN(CC1)C(C)C1=CC=C(C=C1)C(CN1N=CC(=CC1=O)OCC1=CC=CC=C1)=O (4-(1-{4-[2-(4-Benzyloxy-6-oxo-6H-pyridazin-1-yl)-acetyl]-phenyl}-ethyl)-piperazine-1-carboxylic acid tert-butyl ester). RXN SMILES: [CH2:1]([O:8][C:9]1[CH:14]=[N:13][N:12]([CH2:15][C:16]([C:18]2[CH:23]=[CH:22][C:21]([CH:24](Br)[CH3:25])=[CH:20][CH:19]=2)=[O:17])[C:11](=[O:27])[CH:10]=1)[C:2]1[CH:7]=[CH:6][CH:5]=[CH:4][CH:3]=1.[C:28]([O:32][C:33]([N:35]1[CH2:40][CH2:39][NH:38][CH2:37][CH2:36]1)=[O:34])([CH3:31])([CH3:30])[CH3:29]>>[C:28]([O:32][C:33]([N:35]1[CH2:40][CH2:39][N:38]([CH:24]([C:21]2[CH:22]=[CH:23][C:18]([C:16](=[O:17])[CH2:15][N:12]3[C:11](=[O:27])[CH:10]=[C:9]([O:8][CH2:1][C:2]4[CH:7]=[CH:6][CH:5]=[CH:4][CH:3]=4)[CH:14]=[N:13]3)=[CH:19][CH:20]=2)[CH3:25])[CH2:37][CH2:36]1)=[O:34])([CH3:31])([CH3:29])[CH3:30]. Procedure details: 4-(1-{4-[2-(4-Benzyloxy-6-oxo-6H-pyridazin-1-yl)-acetyl]-phenyl}-ethyl)-piperazine-1-carboxylic acid tert-butyl ester is prepared following example 1.1b from 200 mg (0.47 mmol) 5-benzyloxy-2-{2-[4-(1-bromo-ethyl)-phenyl]-2-oxo-ethyl}-2H-pyridazin-3-one (preparation 30c) and 262 mg (1.40 mmol) piperazine-1-carboxylic acid tert-butyl ester. The reactants are C(C1=CC=CC=C1)OC1=CC(=C(C(=O)N)C=C1OC)[N+](=O)[O-] (4-Benzyloxy-5-methoxy-2-nitrobenzamide). Run in C(=O)(C(F)(F)F)O (TFA), C(=O)(C(F)(F)F)O (TFA). The product is OC1=CC(=C(C(=O)N)C=C1OC)[N+](=O)[O-] (4-hydroxy-5-methoxy-2-nitrobenzamide). The yield is 57.2%. RXN SMILES: C([O:8][C:9]1[C:17]([O:18][CH3:19])=[CH:16][C:12]([C:13]([NH2:15])=[O:14])=[C:11]([N+:20]([O-:22])=[O:21])[CH:10]=1)C1C=CC=CC=1>C(O)(C(F)(F)F)=O>[OH:8][C:9]1[C:17]([O:18][CH3:19])=[CH:16][C:12]([C:13]([NH2:15])=[O:14])=[C:11]([N+:20]([O-:22])=[O:21])[CH:10]=1. Procedure details: 4-Benzyloxy-5-methoxy-2-nitrobenzamide (26 g, 91 mmol), (J. Med. Chem. 1977, vol 20, 146-149), was dissolved in TFA and heated at reflux for 2 hours. After cooling the TFA was removed by evaporation and the residue was stirred with 2M sodium hydroxide and insoluble material was removed by filtration. The red aqueous solution was acified to pHl with concentrated hydrochloric acid and allowed to cool back to ambient temperature before collecting the product by filtration. The obtained solid was wa... The reactants are 0.66, [H-].[H-].[H-].[H-].[Li+].[Al+3] (LiAlH4), CCOCC (ether), ester, alcohol, CC(CC(=O)OCC)C=C=C(CCC=C(C)C)C (Ethyl 2,5,9-trimethyl-deca-3,4,8-trien-carboxylate), CCOCC (ether). Run at time 22 hour. Product: CC(CO)C=C=C(CCC=C(C)C)C (2,5,9-Trimethyl-deca-3,4,8-trien-1-ol). Yield: 77.0%. Reaction SMILES: [CH3:1][CH:2]([CH:9]=[C:10]=[C:11]([CH3:18])[CH2:12][CH2:13][CH:14]=[C:15]([CH3:17])[CH3:16])[CH2:3]C(OCC)=O.[H-].[H-].[H-].[H-].[Li+].[Al+3].CC[O:27]CC>>[CH3:1][CH:2]([CH:9]=[C:10]=[C:11]([CH3:18])[CH2:12][CH2:13][CH:14]=[C:15]([CH3:17])[CH3:16])[CH2:3][OH:27] |f:1.2.3.4.5.6|. Reported procedure: A solution of 25 mM of the ester obtained according to letter (i) above in 13 ml of anhydrous ether was added under stirring to a solution of 0.66 (17.5 mM) of LiAlH4 in 35 ml of anhydrous ether. Stirring was carried on at room temperature for 22 h, whereupon the reaction mixture was poured onto ice. After acidification with a 10% aqueous HCl solution, extraction with ether, washing with water and drying, followed by evaporation and distillation there was obtained a fraction having b.p. 130°-7°/... The reactants are ClC1=NC=2NC(N(C(C2N1CC=C)=O)CCCCC1=NC(=NO1)C1=NC=CC=C1)=O (8-chloro-7-(2-propen-1-yl)-1-{4-[3-(2-pyridinyl)-1,2,4-oxadiazol-5-yl]butyl}-3,7-dihydro-1H-purine-2,6-dione), C([O-])([O-])=O.[K+].[K+] (potassium carbonate), ICCC (1-iodopropane), N1CCOCC1 (morpholine). The reagents and catalysts are C=1C=CC(=CC1)[P](C=2C=CC=CC2)(C=3C=CC=CC3)[Pd]([P](C=4C=CC=CC4)(C=5C=CC=CC5)C=6C=CC=CC6)([P](C=7C=CC=CC7)(C=8C=CC=CC8)C=9C=CC=CC9)[P](C=1C=CC=CC1)(C=1C=CC=CC1)C=1C=CC=CC1 (tetrakis(triphenylphosphine)palladium(0)). Run in CN(C)C=O (DMF). Conditions: temperature 40 celsius, time 3 hour. The product is ClC1=NC=2N(C(N(C(C2N1)=O)CCCCC1=NC(=NO1)C1=NC=CC=C1)=O)CCC (8-Chloro-3-propyl-1-{4-[3-(2-pyridinyl)-1,2,4-oxadiazol-5-yl]butyl}-3,7-dihydro-1H-purine-2,6-dione). As a reaction SMILES: [Cl:1][C:2]1[N:10](CC=C)[C:9]2[C:8](=[O:14])[N:7]([CH2:15][CH2:16][CH2:17][CH2:18][C:19]3[O:23][N:22]=[C:21]([C:24]4[CH:29]=[CH:28][CH:27]=[CH:26][N:25]=4)[N:20]=3)[C:6](=[O:30])[NH:5][C:4]=2[N:3]=1.C(=O)([O-])[O-].[K+].[K+].I[CH2:38][CH2:39][CH3:40].N1CCOCC1>CN(C=O)C.C1C=CC([P]([Pd]([P](C2C=CC=CC=2)(C2C=CC=CC=2)C2C=CC=CC=2)([P](C2C=CC=CC=2)(C2C=CC=CC=2)C2C=CC=CC=2)[P](C2C=CC=CC=2)(C2C=CC=CC=2)C2C=CC=CC=2)(C2C=CC=CC=2)C2C=CC=CC=2)=CC=1>[Cl:1][C:2]1[NH:10][C:9]2[C:8](=[O:14])[N:7]([CH2:15][CH2:16][CH2:17][CH2:18][C:19]3[O:23][N:22]=[C:21]([C:24]4[CH:29]=[CH:28][CH:27]=[CH:26][N:25]=4)[N:20]=3)[C:6](=[O:30])[N:5]([CH2:38][CH2:39][CH3:40])[C:4]=2[N:3]=1 |f:1.2.3,^1:55,57,76,95|. Procedure: A solution of 8-chloro-7-(2-propen-1-yl)-1-{4-[3-(2-pyridinyl)-1,2,4-oxadiazol-5-yl]butyl}-3,7-dihydro-1H-purine-2,6-dione (40 mg, 0.09 mmol) in DMF (3 ml) was treated with potassium carbonate (15 mg, 0.11 mmol) and 1-iodopropane (19 mg, 0.11 mmol). The mixture was heated at 40° C. for 3 h then at 70° C. for a further 3 h. The mixture was cooled and degassed by the successive application of vacuum and nitrogen gas. The mixture was then treated with a solution of tetrakis(triphenylphosphine)palla... Reaction SMILES: [CH2:1]([N:2]([CH2:3][CH3:19])[CH2:4][CH2:5][C:6]([CH2:7][CH2:8][CH2:9][c:10]1[cH:11][c:12]([O:16][CH3:17])[cH:13][cH:14][cH:15]1)=[O:18])[CH3:20].[CH3:21][CH:22]1[C:23](=[O:28])[CH2:24][CH2:25][C:26]1=[O:27].[CH3:31][OH:32].[ClH:30].[Na:29]>>[CH2:4]([CH2:5][C:6]([CH2:7][CH2:8][CH2:9][c:10]1[cH:11][c:12]([O:16][CH3:17])[cH:13][cH:14][cH:15]1)=[O:18])[C:22]1([CH3:21])[C:23](=[O:28])[CH2:24][CH2:25][C:26]1=[O:27]. The product is COc1cccc(CCCC(=O)CCC2(C)C(=O)CCC2=O)c1. Starting materials: CCN(CC)CCC(=O)CCCc1cccc(OC)c1, CC1C(=O)CCC1=O, CO, Cl, [Na]. Procedure details: To methyl 4-((3-chloro-5-methoxyphenyl)sulfanyl)-3-oxopentanoate (1.86 g) was added methanesulfonic acid (5.98 mL) at 0° C. The mixture was stirred at 0° C. under nitrogen atmosphere for 15 min. The mixture was poured into water and extracted with EtOAc. The organic layer was washed with brine, dried over MgSO4, and concentrated in vacuo. The residue was purified by silica gel column chromatography (EtOAc/hexane) to give the title compound (1.01 g). Run at temperature 0 celsius, time 15 minute. Reaction SMILES: [Cl:1][C:2]1[CH:3]=[C:4]([S:10][CH:11]([CH3:19])[C:12](=O)[CH2:13][C:14]([O:16][CH3:17])=[O:15])[CH:5]=[C:6]([O:8][CH3:9])[CH:7]=1.CS(O)(=O)=O>O>[CH3:17][O:16][C:14](=[O:15])[CH2:13][C:12]1[C:3]2[C:2]([Cl:1])=[CH:7][C:6]([O:8][CH3:9])=[CH:5][C:4]=2[S:10][C:11]=1[CH3:19]. Product: COC(CC1=C(SC2=C1C(=CC(=C2)OC)Cl)C)=O (Methyl(4-chloro-6-methoxy-2-methyl-1-benzothiophen-3-yl)acetate). Run in O (water). Reactants: ClC=1C=C(C=C(C1)OC)SC(C(CC(=O)OC)=O)C (methyl 4-((3-chloro-5-methoxyphenyl)sulfanyl)-3-oxopentanoate), CS(=O)(=O)O (methanesulfonic acid). The yield is 57.7%.